This data is from the Open Reaction Database (ORD), a public repository of structured organic reaction records. The task is: describe an organic reaction: reactants, conditions, products, and yield Starting materials: CCCc1cc(C(=O)OCC)nc(SC)n1, CCOC(=O)c1cc(CC)nc(S(C)(=O)=O)n1. Yields the product CCCc1cc(C(=O)OCC)nc(S(C)(=O)=O)n1. Reaction SMILES: [CH2:18]([O:19][C:20]([c:21]1[cH:22][c:23]([CH2:24][CH2:25][CH3:26])[n:27][c:28]([S:29][CH3:30])[n:31]1)=[O:32])[CH3:33].[CH2:1]([CH3:2])[O:3][C:4](=[O:5])[c:6]1[n:7][c:8]([S:14](=[O:15])(=[O:16])[CH3:17])[n:9][c:10]([CH2:12][CH3:13])[cH:11]1>>[CH2:1]([CH3:2])[O:3][C:4](=[O:5])[c:6]1[n:7][c:8]([S:14](=[O:15])(=[O:16])[CH3:17])[n:9][c:10]([CH2:12][CH2:13][CH3:18])[cH:11]1. Reactants: ClC(C=O)(Cl)Cl (trichloroacetaldehyde), Cl.ON (hydroxyamine hydrochloride), S(=O)(=O)([O-])[O-].[Na+].[Na+] (sodium sulfate), Cl (hydrochloric acid), FC1=C(N)C=CC=C1F (2,3-difluoroaniline). Solvent: O (water). Run at temperature 50 celsius, time 10 hour. Yields the product FC1=CC=C2C(C(NC2=C1F)=O)=O (6,7-difluoroisatin). Isolated yield 116.8%. Reaction SMILES: [F:1][C:2]1[C:8]([F:9])=[CH:7][CH:6]=[CH:5][C:3]=1[NH2:4].Cl[C:11](Cl)(Cl)[CH:12]=[O:13].Cl.ON.S([O-])([O-])(=O)=[O:20].[Na+].[Na+].Cl>O>[F:9][C:8]1[C:2]([F:1])=[C:3]2[C:5]([C:12](=[O:13])[C:11](=[O:20])[NH:4]2)=[CH:6][CH:7]=1 |f:2.3,4.5.6|. Procedure: 15.7 g of 2,3-difluoroaniline were added to 825 ml of water followed by adding 24.2 g of trichloroacetaldehyde, 30.8 g of hydroxyamine hydrochloride and 138.6 g of anhydrous sodium sulfate and stirring the mixture for 10 hours at 50° C. After allowing to cool to room temperature, 44 mL of 2N hydrochloric acid were added thereto, followed by stirring the mixture for 30 minutes. Subsequently, crystals were removed by filtration. The resulting crystals were dried, and then added to hot concentrated...